From a dataset of the Open Reaction Database (ORD), a public repository of structured organic reaction records. describe an organic reaction: reactants, conditions, products, and yield Starting materials: C(OC(C)CC)(OC(C)CC)OC(C)CC (tri(2-butyl) orthoformate), C1(CCCCC1)=O (cyclohexanone), CC(CC)O (2-butanol), reagent. The reagents and catalysts are [Fe](Cl)(Cl)Cl (iron (III) chloride). Reaction conditions: temperature 50 celsius. Product: CC(CC)OC1=CCCCC1 (1-(2-butoxy)-1-cyclohexene). The yield is 89.4%. As a reaction SMILES: [CH:1]([O:12][CH:13]([CH2:15][CH3:16])[CH3:14])(OC(CC)C)OC(CC)C.[C:17]1(=O)[CH2:22][CH2:21]C[CH2:19][CH2:18]1.CC(O)CC>[Fe](Cl)(Cl)Cl>[CH3:14][CH:13]([O:12][C:1]1[CH2:21][CH2:22][CH2:17][CH2:18][CH:19]=1)[CH2:15][CH3:16]. Procedure details: A mixture containing 116.2 g (0.5 mol) of tri(2-butyl) orthoformate, 49.10 g (0.5 mol) of cyclohexanone and 3.7 g (0.05 mol) of 2-butanol was stirred at room temperature (25° C.) and 0.2 g (1 mmol) of reagent grade iron (III) chloride was added. The temperature of the reaction mixture rose to about 35° C. due to the exotherm and was heated and maintained at about at 50° C. until gas-chromatographic analysis indicated that the reaction was complete. After removing the by-products 2-butyl formate ... Reactants: CCOC(=O)c1cc2c(nc(C)n2COCC[Si](C)(C)C)s1, CCO, Cl, [Na+], O=C([O-])O. Yields the product CCOC(=O)c1cc2[nH]c(C)nc2s1. Reaction SMILES: [CH3:1][c:2]1[n:3]([CH2:15][O:16][CH2:17][CH2:18][Si:19]([CH3:20])([CH3:21])[CH3:22])[c:4]2[c:5]([n:6]1)[s:7][c:8]([C:10](=[O:11])[O:12][CH2:13][CH3:14])[cH:9]2.[CH3:29][CH2:30][OH:31].[ClH:23].[Na+:24].[OH:25][C:26](=[O:27])[O-:28]>>[CH3:1][c:2]1[nH:3][c:4]2[c:5]([n:6]1)[s:7][c:8]([C:10](=[O:11])[O:12][CH2:13][CH3:14])[cH:9]2. The reactants are ClCCCN1CCC(CC1)N1C=CC2=CC=CC=C12 (1-N-[1-N-(3-chloro-propyl)-piperidin-4-yl]-indole), C([O-])([O-])=O.[K+].[K+] (potassium carbonate), Cl.C[NH2+]C (dimethylammonium hydrochloride). The solvent is C(C)O (ethanol). The product is N1(C=CC2=CC=CC=C12)C1CCN(CC1)CCCN(C)C ([3-(4-Indol-1-yl-piperidin-1-yl)-propyl]-dimethylamine). Isolated yield 107.8%. As a reaction SMILES: Cl[CH2:2][CH2:3][CH2:4][N:5]1[CH2:10][CH2:9][CH:8]([N:11]2[C:19]3[C:14](=[CH:15][CH:16]=[CH:17][CH:18]=3)[CH:13]=[CH:12]2)[CH2:7][CH2:6]1.C(=O)([O-])[O-].[K+].[K+].Cl.[CH3:27][NH2+:28][CH3:29]>C(O)C>[N:11]1([CH:8]2[CH2:9][CH2:10][N:5]([CH2:4][CH2:3][CH2:2][N:28]([CH3:29])[CH3:27])[CH2:6][CH2:7]2)[C:19]2[C:14](=[CH:15][CH:16]=[CH:17][CH:18]=2)[CH:13]=[CH:12]1 |f:1.2.3,4.5|. Reported procedure: A mixture of 1-N-[1-N-(3-chloro-propyl)-piperidin-4-yl]-indole (900 mg, 3.25 mmol), anhydrous potassium carbonate (440 mg, 3.25 mmol) and dimethylammonium hydrochloride (260 mg, 3.25 mmol) in absolute ethanol (10 mL) was refluxed for 6 hours, evaporated and suspended in water. The mixture was extracted with methylene chloride, dried over anhydrous potassium carbonate, and evaporated to yield 1 g of the desired compound (100% of theory). The reactants are CS(=O)(=O)NC1=CC2=C(NC(=NS2(=O)=O)CC(=O)O)C=C1 ((7-methanesulfonylamino-1,1-dioxo-1,4-dihydro-1λ6-benzo[1,2,4]thiadiazin-3-yl)-acetic acid), C1(CCCCC1)N=C=NC1CCCCC1 (N,N′-dicyclohexylcarbodiimide), C(C)OC(=O)C1C(CCC1)NCC1=NC=CC=C1 (2-[(pyridin-2-ylmethyl)-amino]-cyclopentanecarboxylic acid ethyl ester). Run in CN(C=O)C (N,N-dimethylformamide). Conditions: time 16 hour. Yields the product C(C)OC(=O)C1C(CCC1)N(CC1=NC=CC=C1)C(CC1=NS(C2=C(N1)C=CC(=C2)NS(=O)(=O)C)(=O)=O)=O (2-{[2-(7-methanesulfonylamino-1,1-dioxo-1,4-dihydro-1λ6-benzo[1,2,4]thiadiazin-3-yl)-acetyl]-pyridin-2-ylmethyl-amino}-cyclopentanecarboxylic acid ethyl ester). Isolated yield 25.3%. RXN SMILES: [CH3:1][S:2]([NH:5][C:6]1[CH:21]=[CH:20][C:9]2[NH:10][C:11]([CH2:16][C:17]([OH:19])=O)=[N:12][S:13](=[O:15])(=[O:14])[C:8]=2[CH:7]=1)(=[O:4])=[O:3].C1(N=C=NC2CCCCC2)CCCCC1.[CH2:37]([O:39][C:40]([CH:42]1[CH2:46][CH2:45][CH2:44][CH:43]1[NH:47][CH2:48][C:49]1[CH:54]=[CH:53][CH:52]=[CH:51][N:50]=1)=[O:41])[CH3:38]>CN(C)C=O>[CH2:37]([O:39][C:40]([CH:42]1[CH2:46][CH2:45][CH2:44][CH:43]1[N:47]([C:17](=[O:19])[CH2:16][C:11]1[NH:10][C:9]2[CH:20]=[CH:21][C:6]([NH:5][S:2]([CH3:1])(=[O:3])=[O:4])=[CH:7][C:8]=2[S:13](=[O:14])(=[O:15])[N:12]=1)[CH2:48][C:49]1[CH:54]=[CH:53][CH:52]=[CH:51][N:50]=1)=[O:41])[CH3:38]. Procedure details: A solution of (7-methanesulfonylamino-1,1-dioxo-1,4-dihydro-1λ6-benzo[1,2,4]thiadiazin-3-yl)-acetic acid (prepared as described in Example 1j, 0.10 g, 0.30 mmol) and N,N′-dicyclohexylcarbodiimide (0.068 g, 0.33 mmol) in N,N-dimethylformamide (10 mL) was treated with 2-[(pyridin-2-ylmethyl)-amino]-cyclopentanecarboxylic acid ethyl ester and stirred for 16 h. The mixture was filtered, the filtrate was concentrated in vacuo, and purified by flash column chromatography (Teledyne Isco RediSep Flash C... The reactants are CCOC(Cc1c(C)cc(OCc2nc(-c3ccc(F)c(C)c3)oc2C)cc1C)C(=O)OC, [Li+], [OH-]. The product is CCOC(Cc1c(C)cc(OCc2nc(-c3ccc(F)c(C)c3)oc2C)cc1C)C(=O)O. RXN SMILES: [CH3:1][O:2][C:3]([CH:4]([CH2:5][c:6]1[c:7]([CH3:29])[cH:8][c:9]([O:13][CH2:14][c:15]2[n:16][c:17](-[c:21]3[cH:22][c:23]([CH3:28])[c:24]([F:27])[cH:25][cH:26]3)[o:18][c:19]2[CH3:20])[cH:10][c:11]1[CH3:12])[O:30][CH2:31][CH3:32])=[O:33].[Li+:35].[OH-:34]>>[O:2]=[C:3]([CH:4]([CH2:5][c:6]1[c:7]([CH3:29])[cH:8][c:9]([O:13][CH2:14][c:15]2[n:16][c:17](-[c:21]3[cH:22][c:23]([CH3:28])[c:24]([F:27])[cH:25][cH:26]3)[o:18][c:19]2[CH3:20])[cH:10][c:11]1[CH3:12])[O:30][CH2:31][CH3:32])[OH:33]. Reactants: C(C1=CC=CC=C1)OC(=O)N1CC(C12CN(CCC2)C=2C1=C(N=CN2)NC=C1)C (3-methyl-6-(7H-pyrrolo[2,3-d]pyrimidin-4-yl)-1,6-diazaspiro[3.5]nonane-1-carboxylic acid benzyl ester). Reagents/catalysts: [C].[Pd] (palladium carbon). The solvent is CO.O1CCCC1 (methanol tetrahydrofuran). The product is CC1CNC12CN(CCC2)C=2C1=C(N=CN2)NC=C1 (4-(3-methyl-1,6-diazaspiro[3.5]non-6-yl)-7H-pyrrolo[2,3-d]pyrimidine). Yield: 93.2%. Reaction SMILES: C(OC([N:11]1[C:14]2([CH2:19][CH2:18][CH2:17][N:16]([C:20]3[C:21]4[CH:28]=[CH:27][NH:26][C:22]=4[N:23]=[CH:24][N:25]=3)[CH2:15]2)[CH:13]([CH3:29])[CH2:12]1)=O)C1C=CC=CC=1>CO.O1CCCC1.[C].[Pd]>[CH3:29][CH:13]1[C:14]2([CH2:19][CH2:18][CH2:17][N:16]([C:20]3[C:21]4[CH:28]=[CH:27][NH:26][C:22]=4[N:23]=[CH:24][N:25]=3)[CH2:15]2)[NH:11][CH2:12]1 |f:1.2,3.4|. Procedure: To a solution of an optically-active compound of 3-methyl-6-(7H-pyrrolo[2,3-d]pyrimidin-4-yl)-1,6-diazaspiro[3.5]nonane-1-carboxylic acid benzyl ester (2.84 g) in methanol/tetrahydrofuran (14 ml/14 ml) was added 10% palladium carbon (568 mg), and the mixture was hydrogenated under 4 atmospheres. The mixture was filtered through Celite, and the filtrate was concentrated under reduced pressure. The resulting residue was slurry-washed with toluene/tetrahydrofuran (95/5, 9 ml) to give the titled com... Reactants: S(C)C (Me2S), ClC=1C=C(C=CC1F)[C@@H]([C@H]1CN(CCC1)C(=O)OC(C)(C)C)OCC#N ((R)-tert-Butyl 3-((R)-(3-chloro-4-fluorophenyl)(cyanomethoxy)methyl)piperidine-1-carboxylate), CO (CH3OH). The solvent is C1CCOC1 (THF), C1CCOC1 (THF). Reaction conditions: temperature 0 celsius. Yields the product NCCO[C@H]([C@H]1CN(CCC1)C(=O)OC(C)(C)C)C1=CC(=C(C=C1)F)Cl ((R)-tert-butyl 3-((R)-(2-aminoethoxy)(3-chloro-4-fluorophenyl)methyl)piperidine-1-carboxylate). Isolated yield 86.2%. RXN SMILES: [Cl:1][C:2]1[CH:3]=[C:4]([C@H:9]([O:23][CH2:24][C:25]#[N:26])[C@@H:10]2[CH2:15][CH2:14][CH2:13][N:12]([C:16]([O:18][C:19]([CH3:22])([CH3:21])[CH3:20])=[O:17])[CH2:11]2)[CH:5]=[CH:6][C:7]=1[F:8].S(C)C.CO>C1COCC1>[NH2:26][CH2:25][CH2:24][O:23][C@@H:9]([C:4]1[CH:5]=[CH:6][C:7]([F:8])=[C:2]([Cl:1])[CH:3]=1)[C@@H:10]1[CH2:15][CH2:14][CH2:13][N:12]([C:16]([O:18][C:19]([CH3:22])([CH3:21])[CH3:20])=[O:17])[CH2:11]1. Procedure: (R)-tert-Butyl 3-((R)-(3-chloro-4-fluorophenyl)(cyanomethoxy)methyl)piperidine-1-carboxylate (2.28 g, 6 mmol) was dissolved in anhydrous THF (50 mL), and the solution was heated to reflux under nitrogen. A solution of 10 M of BH3.Me2S (1.8 mL, 18 mmol) in THF was added dropwise and stirring was continued under reflux overnight. The resulting solution was cooled to 0° C., CH3OH was added dropwise to quench the reaction. Evaporation of the solvent led to crude (R)-tert-butyl 3-((R)-(2-aminoethoxy)... The reactants are ClC1=C(OC2=CC(=C(C=C2)[N+](=O)[O-])[N+](=O)[O-])C=CC(=C1)C(F)(F)F (4-(2-chloro-4-trifluoromethylphenoxy)-1,2-dinitrobenzene), CP(OCC)OCC (diethyl methylphosphonite). Run in C(C)#N (acetonitrile). Reaction conditions: time 8 hour. Yields the product CP(OCC)(=O)C1=C(C=CC(=C1)OC1=C(C=C(C=C1)C(F)(F)F)Cl)[N+](=O)[O-] (ethyl P-methyl-2-nitro-5-(2-chloro-4-trifluoromethylphenoxy)phenylphosphinate). RXN SMILES: [Cl:1][C:2]1[CH:20]=[C:19]([C:21]([F:24])([F:23])[F:22])[CH:18]=[CH:17][C:3]=1[O:4][C:5]1[CH:10]=[CH:9][C:8]([N+:11]([O-:13])=[O:12])=[C:7]([N+]([O-])=O)[CH:6]=1.[CH3:25][P:26]([O:30]CC)[O:27][CH2:28][CH3:29]>C(#N)C>[CH3:25][P:26]([C:7]1[CH:6]=[C:5]([O:4][C:3]2[CH:17]=[CH:18][C:19]([C:21]([F:24])([F:23])[F:22])=[CH:20][C:2]=2[Cl:1])[CH:10]=[CH:9][C:8]=1[N+:11]([O-:13])=[O:12])(=[O:30])[O:27][CH2:28][CH3:29]. Procedure details: A mixture of 4-(2-chloro-4-trifluoromethylphenoxy)-1,2-dinitrobenzene (0.9 g, 2.48 mmol), diethyl methylphosphonite (0.5 g, 3.72 mmol) and acetonitrile (3 ml) is stirred at room temperature overnight. The reaction mixture is concentrated to dryness, and the residue is purified by preparative thin layer chromatography (silica gel, eluting with 50% ethyl acetate/hexane) to give ethyl P-methyl-2-nitro-5-(2-chloro-4-trifluoromethylphenoxy)phenylphosphinate.